This data is from the Open Reaction Database (ORD), a public repository of structured organic reaction records. The task is: describe an organic reaction: reactants, conditions, products, and yield Reactants: Cl (hydrochloric acid), ClC1=CC=C(C(C=O)=C1)O (5-Chlorosalicylaldehyde), [Cl-].ClC1=CC=C(C[P+](C2=CC=CC=C2)(C2=CC=CC=C2)C2=CC=CC=C2)C=C1 (4-chlorobenzyltriphenyl-phosphonium chloride), C([O-])([O-])=O.[K+].[K+] (Potassium carbonate). Solvent: O (water). The product is ClC1=CC(=C(C=C1)O)C(=C)C1=CC=C(C=C1)Cl (4-Chloro-2-[(4-chlorophenyl)ethen-2-yl]phenol). The yield is 8.4%. Reaction SMILES: [Cl:1][C:2]1[CH:9]=[C:6]([CH:7]=O)[C:5]([OH:10])=[CH:4][CH:3]=1.[Cl-].[Cl:12][C:13]1[CH:38]=[CH:37][C:16](C[P+](C2C=CC=CC=2)(C2C=CC=CC=2)C2C=CC=CC=2)=[CH:15][CH:14]=1.[C:39](=O)([O-])[O-].[K+].[K+].Cl>O>[Cl:1][C:2]1[CH:3]=[CH:4][C:5]([OH:10])=[C:6]([C:7]([C:16]2[CH:37]=[CH:38][C:13]([Cl:12])=[CH:14][CH:15]=2)=[CH2:39])[CH:9]=1 |f:1.2,3.4.5|. Procedure: 5-Chlorosalicylaldehyde (313 mg, 2 mmol) and 4-chlorobenzyltriphenyl-phosphonium chloride (847 mg, 2 mmol) were dissolved in N,N-dimethylfomamide (20 mL). Potassium carbonate (1.382 g, 10 mmol) dissolved in water (10 mL) was added, and the mixture was refluxed for 5 hours. After cooling, the reaction mixture was poured into 2 N hydrochloric acid and extracted with ethyl acetate. After the organic layer was washed with water and brine, dried over anhydrous magnesium sulfate, the residue obtained ...